Dataset: the Open Reaction Database (ORD), a public repository of structured organic reaction records. Task: describe an organic reaction: reactants, conditions, products, and yield Reactants: [Br-], C1CCOC1, COc1ccc([Mg+])cc1, N#Cc1cccc(-c2ccncc2C=O)c1. The product is COc1ccc(C(O)c2cnccc2-c2cccc(C#N)c2)cc1. Reaction SMILES: [Br-:17].[CH2:27]1[O:28][CH2:29][CH2:30][CH2:31]1.[CH3:18][O:19][c:20]1[cH:21][cH:22][c:23]([Mg+:26])[cH:24][cH:25]1.[CH:1](=[O:2])[c:3]1[cH:4][n:5][cH:6][cH:7][c:8]1-[c:9]1[cH:10][c:11]([C:12]#[N:13])[cH:14][cH:15][cH:16]1>>[CH:1]([OH:2])([c:3]1[cH:4][n:5][cH:6][cH:7][c:8]1-[c:9]1[cH:10][c:11]([C:12]#[N:13])[cH:14][cH:15][cH:16]1)[c:23]1[cH:22][cH:21][c:20]([O:19][CH3:18])[cH:25][cH:24]1. Starting materials: C(#N)CC1=CNC2=CC=C(C=C12)C[C@@H]1NC(OC1)=O ((S)-3-Cyanomethyl-5-(2-oxo-1,3-oxazolidin-4-ylmethyl)-1H-indole), CNC (dimethylamine). The reagents and catalysts are [Pd] (Pd/C). Conditions: time 24 hour. The product is CN(C)CCC1=CNC2=CC=C(C=C12)C[C@@H]1NC(OC1)=O ((S) -N,N-Dimethyl-2- [5- (2-oxo-1,3-oxazolidin-4-ylmethyl) -1H -indol-3-yl]ethylamine). As a reaction SMILES: [C:1]([CH2:3][C:4]1[C:12]2[C:7](=[CH:8][CH:9]=[C:10]([CH2:13][C@H:14]3[CH2:18][O:17][C:16](=[O:19])[NH:15]3)[CH:11]=2)[NH:6][CH:5]=1)#N.[CH3:20][NH:21][CH3:22]>[Pd]>[CH3:20][N:21]([CH2:1][CH2:3][C:4]1[C:12]2[C:7](=[CH:8][CH:9]=[C:10]([CH2:13][C@H:14]3[CH2:18][O:17][C:16](=[O:19])[NH:15]3)[CH:11]=2)[NH:6][CH:5]=1)[CH3:22]. Procedure: A suspension of the product from step (c) (1.3 g) and 10% w/w Pd/C (1.0 g) in 30% w/w ethanolic dimethylamine (25 ml) was hydrogenated for 24 hours and filtered through Hyflo. Fresh Pd/C (0.7 g) and ethanolic dimethylamine (5 ml) were added to the filtrate and hydrogenation continued for a further 16 hours. The mixture was filtered through a silica column using DCM/EtOH/NH4OH (40:8:1) as eluant to give the desired product as a colourless foam (0.3 g). Elemental analysis and 1H NMR were consisten... Reactants: C(C)(C)(C)C1=CC=C(C=C1)C(CC(C(=O)C1=CC=C(C(=O)O)C=C1)C1=CC=C(C=C1)OC(F)(F)F)=O (4-[4-(4-tert-Butylphenyl)-4-oxo-2-(4-trifluoromethoxyphenyl)butyryl]benzoic acid), CCN=C=NCCCN(C)C (EDAC), C=1C=CC2=C(C1)N=NN2O (HOBt), Cl.COC(CCN)=O (beta-alanine methyl ester hydrochloride), CCN(C(C)C)C(C)C (DIPEA). The solvent is CN(C)C=O (DMF), CN(C)C=O (DMF). The product is COC(CCNC(C1=CC=C(C=C1)C(C(CC(=O)C1=CC=C(C=C1)C(C)(C)C)C1=CC=C(C=C1)OC(F)(F)F)=O)=O)=O (3-{4-[4-(4-tert-butylphenyl)-4-oxo-2-(4-trifluoromethoxyphenyl)butyryl]benzoylamino}propionic acid methyl ester). Isolated yield 104.8%. RXN SMILES: [C:1]([C:5]1[CH:10]=[CH:9][C:8]([C:11](=[O:36])[CH2:12][CH:13]([C:25]2[CH:30]=[CH:29][C:28]([O:31][C:32]([F:35])([F:34])[F:33])=[CH:27][CH:26]=2)[C:14]([C:16]2[CH:24]=[CH:23][C:19]([C:20](O)=[O:21])=[CH:18][CH:17]=2)=[O:15])=[CH:7][CH:6]=1)([CH3:4])([CH3:3])[CH3:2].CCN=C=NCCCN(C)C.C1C=CC2N(O)N=NC=2C=1.Cl.[CH3:59][O:60][C:61](=[O:65])[CH2:62][CH2:63][NH2:64].CCN(C(C)C)C(C)C>CN(C=O)C>[CH3:59][O:60][C:61](=[O:65])[CH2:62][CH2:63][NH:64][C:20](=[O:21])[C:19]1[CH:23]=[CH:24][C:16]([C:14](=[O:15])[CH:13]([C:25]2[CH:26]=[CH:27][C:28]([O:31][C:32]([F:33])([F:35])[F:34])=[CH:29][CH:30]=2)[CH2:12][C:11]([C:8]2[CH:9]=[CH:10][C:5]([C:1]([CH3:4])([CH3:3])[CH3:2])=[CH:6][CH:7]=2)=[O:36])=[CH:17][CH:18]=1 |f:3.4|. Procedure: 4-[4-(4-tert-Butylphenyl)-4-oxo-2-(4-trifluoromethoxyphenyl)butyryl]benzoic acid (10.4 g, 20.86 mmol) was dissolved in DMF (150 mL) and added EDAC (5.60 g, 29.20) and HOBt (4.23 g, 31.29 mmol). After ½ h a solution of beta-alanine methyl ester hydrochloride (4.37 g, 31.29 mmol) and DIPEA (5.36 mL, 31.29 mmol) in DMF (20 mL) was added to the above mixture and the reaction mixture was stirred night over. The reaction was concentrated to approximately 100 mL and diluted with water (200 mL) and extr... Starting materials: BrC1C(CCCC1)=O (2-Bromocyclohexan-1-one), [N-]=[N+]=[N-].[Na+] (Sodium azide). The solvent is CS(=O)C (DMSO), O (water). Reaction conditions: time 2 hour. Yields the product N(=[N+]=[N-])C1C(CCCC1)=O (2-Azidocyclohexan-1-one). Yield: 92.0%. As a reaction SMILES: Br[CH:2]1[CH2:7][CH2:6][CH2:5][CH2:4][C:3]1=[O:8].[N-:9]=[N+:10]=[N-:11].[Na+]>CS(C)=O.O>[N:9]([CH:2]1[CH2:7][CH2:6][CH2:5][CH2:4][C:3]1=[O:8])=[N+:10]=[N-:11] |f:1.2|. Procedure: 2-Bromocyclohexan-1-one (K. Tanemura, T. Suzuki, Y. Nishida, K. Satsumabayashi, T. Horaguchi, Chem. Commun. 2004, 470-471) (0.55 g, 3.11 mmol) was dissolved in DMSO (3 mL). Sodium azide (1.00 g, 15.5 mmol) was added, and the resulting mixture was stirred for 2 h. The solution was then diluted with water (50 mL) and extracted with diethyl ether (2×20 mL). The organic layers were combined, washed with water (2×20 mL), dried over Na2SO4(s), filtered, and concentrated under reduced pressure. The res... Reactants: N1=CC(=CC=C1)C1=NC(=NC=C1)NC=1C=C(C=CC1)C(C)=O (1-[3-[[4-(3-pyridinyl)-2-pyrimidinyl]amino]phenyl]ethanone), Cl.NNC(=O)N (semicarbazide hydrochloride), C(C)O (ethanol). The solvent is [OH-].[Na+] (sodium hydroxide). Product: N1=CC(=CC=C1)C1=NC(=NC=C1)NC1=CC=C(C=C1)C(C)=NNC(=O)N (2-[1-[4-[[4-(3-Pyridinyl)-2-pyrimidinyl]amino]phenyl]ethylidene]hydrazinecarboxamide). Reaction SMILES: [N:1]1[CH:6]=[CH:5][CH:4]=[C:3]([C:7]2[CH:12]=[CH:11][N:10]=[C:9]([NH:13][C:14]3[CH:15]=[C:16](C(=O)C)[CH:17]=[CH:18][CH:19]=3)[N:8]=2)[CH:2]=1.Cl.[NH2:24][NH:25][C:26]([NH2:28])=[O:27].[CH2:29](O)[CH3:30]>[OH-].[Na+]>[N:1]1[CH:6]=[CH:5][CH:4]=[C:3]([C:7]2[CH:12]=[CH:11][N:10]=[C:9]([NH:13][C:14]3[CH:19]=[CH:18][C:17]([C:29](=[N:24][NH:25][C:26]([NH2:28])=[O:27])[CH3:30])=[CH:16][CH:15]=3)[N:8]=2)[CH:2]=1 |f:1.2,4.5|. Procedure details: A 2.9 g portion of 1-[3-[[4-(3-pyridinyl)-2-pyrimidinyl]amino]phenyl]ethanone was mixed with 1.23 g of semicarbazide hydrochloride in 200 ml of absolute ethanol and 1.10 ml of 10N sodium hydroxide was added. This mixture was refluxed overnight, then cooled to room temperature and the solid collected and washed with ethanol, water and ethanol. The solid was recrystallized from dimethylsulfoxide/ethanol, giving 2.9 g of the desired product, mp 256°-258° C. Procedure details: 2-Methoxyethylamine (1.0 ml, 11.57 mmol) was added drop wise to 2,4-dichloro-5-(trifluoromethyl)pyridine (500 mg, 2.32 mmol) at 0° C. and the mixture stirred at room temperature for 2.5 h. The reaction mixture was partitioned between saturated aqueous NaHCO3 solution and DCM, the organic layer dried over Na2SO4 and evaporated. The residue was applied to a 120 g RediSep® silica column as a DCM solution and purified by normal phase chromatography, eluting with a gradient from DCM to 50% EtOAc in D... Reactants: COCCN (2-Methoxyethylamine), ClC1=NC=C(C(=C1)Cl)C(F)(F)F (2,4-dichloro-5-(trifluoromethyl)pyridine). RXN SMILES: [CH3:1][O:2][CH2:3][CH2:4][NH2:5].[Cl:6][C:7]1[CH:12]=[C:11]([Cl:13])[C:10]([C:14]([F:17])([F:16])[F:15])=[CH:9][N:8]=1>>[Cl:6][C:7]1[CH:12]=[C:11]([NH:5][CH2:4][CH2:3][O:2][CH3:1])[C:10]([C:14]([F:15])([F:16])[F:17])=[CH:9][N:8]=1.[Cl:13][C:11]1[C:10]([C:14]([F:17])([F:15])[F:16])=[CH:9][N:8]=[C:7]([NH:5][CH2:4][CH2:3][O:2][CH3:1])[CH:12]=1. The product is ClC1=NC=C(C(=C1)NCCOC)C(F)(F)F (2-chloro-N-(2-methoxyethyl)-5-(trifluoromethyl)pyridin-4-amine), ClC1=CC(=NC=C1C(F)(F)F)NCCOC (4-chloro-N-(2-methoxyethyl)-5-(trifluoromethyl)pyridin-2-amine). Run at time 2.5 hour. Starting materials: ClC1=CC(=C(CN2N=CC3=CC(=CC=C23)\C=C/2\C(N(C(S2)=O)C[C@H]2NC[C@@H](C2)O)=O)C=C1)C(F)(F)F ((5Z)-5-({1-[4-chloro-2-(trifluoromethyl)benzyl]-1H-indazol-5-yl}methylidene)-3-{[(2S,4R)-4-hydroxypyrrolidin-2-yl]methyl}-1,3-thiazolidine-2,4-dione), COCCBr (2-bromoethyl methyl ether). The product is ClC1=CC(=C(CN2N=CC3=CC(=CC=C23)\C=C/2\C(N(C(S2)=O)C[C@H]2N(C[C@@H](C2)O)CCOC)=O)C=C1)C(F)(F)F ((5Z)-5-({1-[4-Chloro-2-(trifluoromethyl)benzyl]-1H-indazol-5-yl}methylidene)-3-{[(2S,4R)-4-hydroxy-1-(2-methoxyethyl)pyrrolidin-2-yl]methyl}-1,3-thiazolidine-2,4-dione). RXN SMILES: [Cl:1][C:2]1[CH:32]=[CH:31][C:5]([CH2:6][N:7]2[C:15]3[C:10](=[CH:11][C:12](/[CH:16]=[C:17]4/[C:18](=[O:30])[N:19]([CH2:23][C@@H:24]5[CH2:28][C@@H:27]([OH:29])[CH2:26][NH:25]5)[C:20](=[O:22])[S:21]/4)=[CH:13][CH:14]=3)[CH:9]=[N:8]2)=[C:4]([C:33]([F:36])([F:35])[F:34])[CH:3]=1.[CH3:37][O:38][CH2:39][CH2:40]Br>>[Cl:1][C:2]1[CH:32]=[CH:31][C:5]([CH2:6][N:7]2[C:15]3[C:10](=[CH:11][C:12](/[CH:16]=[C:17]4/[C:18](=[O:30])[N:19]([CH2:23][C@@H:24]5[CH2:28][C@@H:27]([OH:29])[CH2:26][N:25]5[CH2:40][CH2:39][O:38][CH3:37])[C:20](=[O:22])[S:21]/4)=[CH:13][CH:14]=3)[CH:9]=[N:8]2)=[C:4]([C:33]([F:36])([F:35])[F:34])[CH:3]=1. Procedure details: (5Z)-5-({1-[4-Chloro-2-(trifluoromethyl)benzyl]-1H-indazol-5-yl}methylidene)-3-{[(2S,4R)-4-hydroxy-1-(2-methoxyethyl)pyrrolidin-2-yl]methyl}-1,3-thiazolidine-2,4-dione was prepared from (5Z)-5-({1-[4-chloro-2-(trifluoromethyl)benzyl]-1H-indazol-5-yl}methylidene)-3-{[(2S,4R)-4-hydroxypyrrolidin-2-yl]methyl}-1,3-thiazolidine-2,4-dione (Example 182) and 2-bromoethyl methyl ether following General Procedure S.